This data is from the Open Reaction Database (ORD), a public repository of structured organic reaction records. The task is: describe an organic reaction: reactants, conditions, products, and yield As a reaction SMILES: [CH2:20]1[O:21][CH2:22][CH2:23][CH2:24]1.[CH3:10][Si:11]([N-:12][Si:13]([CH3:14])([CH3:15])[CH3:16])([CH3:17])[CH3:18].[Cl-:36].[Cl:1][c:2]1[n:3][n:4][c:5]([Cl:9])[cH:6][c:7]1[NH2:8].[F:25][c:26]1[cH:27][cH:28][c:29]([S:32](=[O:33])(=[O:34])[Cl:35])[cH:30][cH:31]1.[NH4+:37].[Na+:19]>>[Cl:1][c:2]1[n:3][n:4][c:5]([Cl:9])[cH:6][c:7]1[NH:8][S:32]([c:29]1[cH:28][cH:27][c:26]([F:25])[cH:31][cH:30]1)(=[O:33])=[O:34]. The product is O=S(=O)(Nc1cc(Cl)nnc1Cl)c1ccc(F)cc1. Reactants: C1CCOC1, C[Si](C)(C)[N-][Si](C)(C)C, [Cl-], Nc1cc(Cl)nnc1Cl, O=S(=O)(Cl)c1ccc(F)cc1, [NH4+], [Na+].